Dataset: the Open Reaction Database (ORD), a public repository of structured organic reaction records. Task: describe an organic reaction: reactants, conditions, products, and yield The reactants are [H-].[Na+] (sodium hydride), ClC1=C(NC=C1)C(=O)OC (methyl 3-chloro-1H-pyrrole-2-carboxylate), CN(C)C=O (DMF), Heterocyclic, crude product, Cl (HCl). Run in [Li+].[Cl-] (LiCl), O1CCOCC1 (dioxane), CCOCC (Et2O). Conditions: time 25 minute. Product: Cl.NN1C(=C(C=C1)Cl)C(=O)OC (Methyl 1-amino-3-chloro-1H-pyrrole-2-carboxylate, hydrochloride salt). Isolated yield 99.0%. RXN SMILES: [H-].[Na+].[Cl:3][C:4]1[CH:8]=[CH:7][NH:6][C:5]=1[C:9]([O:11][CH3:12])=[O:10].Cl.C[N:15](C=O)C>[Li+].[Cl-].O1CCOCC1.CCOCC>[ClH:3].[NH2:15][N:6]1[CH:7]=[CH:8][C:4]([Cl:3])=[C:5]1[C:9]([O:11][CH3:12])=[O:10] |f:0.1,5.6,9.10|. Procedure: A mixture of sodium hydride (60%, 0.8 g, 20 mmol) and methyl 3-chloro-1H-pyrrole-2-carboxylate (Tetrahedron, 1999, 55, 4133–4152; 2.5 g, 15.7 mmol) in DMF (10 mL) at 0° C. was stirred for 25 min, then was added 2,4-dinitrophenolamine (Tetrahedron Lett. 1968, 16, 1909–1910 and J. Heterocyclic Chem. 1967, 413, 3.80 g, 19.1 mmol) and the reaction mixture was stirred at 0–5° C. for 2.5 h. The mixture was diluted with 10% aqueous LiCl solution and the product was extracted with EtOAc (3×100 mL). The ... Starting materials: CC(C)C(NC(=O)OCc1ccccc1)C(=O)OCCc1ccc(C(=O)O)cc1, CCCC[N+](CCCC)(CCCC)CCCC, C1COCCO1, ClCI, [OH-]. Yields the product CC(C)C(NC(=O)OCc1ccccc1)C(=O)OCCc1ccc(C(=O)OCCl)cc1. RXN SMILES: [CH2:1]([c:2]1[cH:3][cH:4][cH:5][cH:6][cH:7]1)[O:8][C:9](=[O:10])[NH:11][CH:12]([CH:13]([CH3:14])[CH3:15])[C:16](=[O:17])[O:18][CH2:19][CH2:20][c:21]1[cH:22][cH:23][c:24]([C:25](=[O:26])[OH:27])[cH:28][cH:29]1.[CH2:31]([N+:32]([CH2:33][CH2:34][CH2:35][CH3:36])([CH2:37][CH2:38][CH2:39][CH3:40])[CH2:41][CH2:42][CH2:43][CH3:44])[CH2:45][CH2:46][CH3:47].[CH2:51]1[O:52][CH2:53][CH2:54][O:55][CH2:56]1.[I:48][CH2:49][Cl:50].[OH-:30]>>[CH2:1]([c:2]1[cH:3][cH:4][cH:5][cH:6][cH:7]1)[O:8][C:9](=[O:10])[NH:11][CH:12]([CH:13]([CH3:14])[CH3:15])[C:16](=[O:17])[O:18][CH2:19][CH2:20][c:21]1[cH:22][cH:23][c:24]([C:25](=[O:26])[O:27][CH2:49][Cl:50])[cH:28][cH:29]1. Starting materials: C1CCNC1, CCCCCC, [Cl-], [Cl-], [Cl-], [Cl-], CC(=O)c1ccc(F)cc1F, [Ti+4]. Yields the product C=C(c1ccc(F)cc1F)N1CCCC1. Reaction SMILES: [CH2:12]1[CH2:13][CH2:14][NH:15][CH2:16]1.[CH3:17][CH2:18][CH2:19][CH2:20][CH2:21][CH3:22].[Cl-:23].[Cl-:24].[Cl-:25].[Cl-:26].[F:1][c:2]1[c:3]([C:9]([CH3:10])=[O:11])[cH:4][cH:5][c:6]([F:8])[cH:7]1.[Ti+4:27]>>[F:1][c:2]1[c:3]([C:9](=[CH2:10])[N:15]2[CH2:14][CH2:13][CH2:12][CH2:16]2)[cH:4][cH:5][c:6]([F:8])[cH:7]1. Starting materials: NC(CC1=C(C(=NN1CC)C#N)Br)(C)C (5-(2-amino-2-methylpropyl)-4-bromo-1-ethyl-1H-pyrazole-3-carbonitrile), C(=C)S(=O)(=O)C (methyl vinyl sulfone). The solvent is C1(=CC=CC=C1)C (toluene). The product is BrC=1C(=NN(C1CC(C)(NCCS(=O)(=O)C)C)CC)C#N (4-bromo-1-ethyl-5-(2-methyl-2-{[2-(methylsulfonyl)ethyl]amino}propyl)-1H-pyrazole-3-carbonitrile). The yield is 48.3%. Reaction SMILES: [NH2:1][C:2]([CH3:15])([CH3:14])[CH2:3][C:4]1[N:8]([CH2:9][CH3:10])[N:7]=[C:6]([C:11]#[N:12])[C:5]=1[Br:13].[CH:16]([S:18]([CH3:21])(=[O:20])=[O:19])=[CH2:17]>C1(C)C=CC=CC=1>[Br:13][C:5]1[C:6]([C:11]#[N:12])=[N:7][N:8]([CH2:9][CH3:10])[C:4]=1[CH2:3][C:2]([CH3:14])([NH:1][CH2:17][CH2:16][S:18]([CH3:21])(=[O:20])=[O:19])[CH3:15]. Reported procedure: A solution of 5-(2-amino-2-methylpropyl)-4-bromo-1-ethyl-1H-pyrazole-3-carbonitrile (4.1 g, 15.1 mmol) and methyl vinyl sulfone (3.2 g, 30.2 mmol) in toluene (30 mL) was heated at reflux for 15 hours, allowed to cool to room temperature, and concentrated under reduced pressure. The crude product was purified twice by column chromatography on silica gel (eluting first with 5% methanol in dichloromethane and secondly with ethyl acetate) to provide 2.75 g of 4-bromo-1-ethyl-5-(2-methyl-2-{[2-(methy...